Dataset: the Open Reaction Database (ORD), a public repository of structured organic reaction records. Task: describe an organic reaction: reactants, conditions, products, and yield The reactants are CCOC(C)=O, CCCCCC, Cc1c(NC(=O)OCC(Cl)(Cl)Cl)c(C)c2c(c1-c1ccccc1)OCC2c1ccc(C(C)C)cc1, NCCO. The product is Cc1c(NC(=O)NCCO)c(C)c2c(c1-c1ccccc1)OCC2c1ccc(C(C)C)cc1. As a reaction SMILES: [C:40]([O:41][CH2:42][CH3:43])(=[O:44])[CH3:45].[CH3:46][CH2:47][CH2:48][CH2:49][CH2:50][CH3:51].[CH:1]([CH3:2])([CH3:3])[c:4]1[cH:5][cH:6][c:7]([CH:10]2[CH2:11][O:12][c:13]3[c:14]2[c:15]([CH3:35])[c:16]([NH:26][C:27]([O:28][CH2:29][C:30]([Cl:31])([Cl:32])[Cl:33])=[O:34])[c:17]([CH3:25])[c:18]3-[c:19]2[cH:20][cH:21][cH:22][cH:23][cH:24]2)[cH:8][cH:9]1.[NH2:36][CH2:37][CH2:38][OH:39]>>[CH:1]([CH3:2])([CH3:3])[c:4]1[cH:5][cH:6][c:7]([CH:10]2[CH2:11][O:12][c:13]3[c:14]2[c:15]([CH3:35])[c:16]([NH:26][C:27](=[O:34])[NH:36][CH2:37][CH2:38][OH:39])[c:17]([CH3:25])[c:18]3-[c:19]2[cH:20][cH:21][cH:22][cH:23][cH:24]2)[cH:8][cH:9]1. Starting materials: ClC=1C(C(=C(C(C1Cl)=O)C#N)C#N)=O (2,3-dichloro 5,6-dicyano-1,4-benzoquinone), OC1=C2C(=C3NC4=CC=CC=C4S(C3=C1)(=O)=O)C=CC=C2 (5-hydroxy-12H-benzo[a]phenothiazine-7,7-dioxide), C(CC)N (n-propyl amine). Solvent: C1CCOC1 (THF). Reaction conditions: time 2 minute. Yields the product C(CC)NC=1C(C2=C(C3=NC4=CC=CC=C4S(C13)(=O)=O)C=CC=C2)=O (6-(1-Propyl amino)-5H-benzo[a]phenothiazin-5-one-7,7-dioxide). Isolated yield 62.8%. RXN SMILES: [OH:1][C:2]1[CH:15]=[C:14]2[C:5]([NH:6][C:7]3[C:12]([S:13]2(=[O:17])=[O:16])=[CH:11][CH:10]=[CH:9][CH:8]=3)=[C:4]2[CH:18]=[CH:19][CH:20]=[CH:21][C:3]=12.ClC1C(=O)[C:25](C#N)=[C:26]([C:31]#[N:32])C(=O)C=1Cl.C(N)CC>C1COCC1>[CH2:31]([NH:32][C:15]1[C:2](=[O:1])[C:3]2[CH:21]=[CH:20][CH:19]=[CH:18][C:4]=2[C:5]2[C:14]=1[S:13](=[O:17])(=[O:16])[C:12]1[C:7](=[CH:8][CH:9]=[CH:10][CH:11]=1)[N:6]=2)[CH2:26][CH3:25]. Reported procedure: To a suspension of 5-hydroxy-12H-benzo[a]phenothiazine-7,7-dioxide (594 mg) in THF (10 ml) was added 2,3-dichloro 5,6-dicyano-1,4-benzoquinone (1.021 gram). The mixture was stirred at room temperature for 2 minutes, then there was added n-propyl amine (0.2 ml). The stirring was continued for 0.5 hour, then the mixture was evaporated to dryness. To the residue was added 50 ml dichloromethane and the mixture was stirred for 15 minutes and filtered. The filtrate was evaporated to dryness and the re... Starting materials: O=C1CCC(=O)N1Br, OC1Cc2cccc3cccc1c23, CN(C)C=O. Product: OC1Cc2ccc(Br)c3cccc1c23. As a reaction SMILES: [Br:14][N:15]1[C:16](=[O:17])[CH2:18][CH2:19][C:20]1=[O:21].[CH:1]1([OH:13])[CH2:2][c:3]2[cH:4][cH:5][cH:6][c:7]3[cH:8][cH:9][cH:10][c:11]1[c:12]23.[O:22]=[CH:23][N:24]([CH3:25])[CH3:26]>>[CH:1]1([OH:13])[CH2:2][c:3]2[cH:4][cH:5][c:6]([Br:14])[c:7]3[cH:8][cH:9][cH:10][c:11]1[c:12]23. Reactants: C(=O)NC=1SC=C(N1)C(C(=O)O)=NOCSC (2-(2-formamidothiazol-4-yl)-2-methylthiomethoxyiminoacetic acid), NC1[C@@H]2N(C(=CCS2)C(=O)O)C1=O (7-amino-3-cephem-4-carboxylic acid), P(=O)(Cl)(Cl)Cl (Phosphoryl chloride), CN(C=O)C (N,N-dimethylformamide), resultant solution. The solvent is C(C)(=O)OCC (Ethyl acetate), C(C)(=O)OCC (ethyl acetate), C(C)(=O)OCC (ethyl acetate), O (water). Reaction conditions: time 30 minute. Product: C(=O)NC=1SC=C(N1)C(C(=O)NC1[C@@H]2N(C(=CCS2)C(=O)O)C1=O)=NOCSC (7-[2-(2-formamidothiazol-4-yl)-2-methylthiomethoxyiminoacetamido]-3-cephem-4-carboxylic acid). Isolated yield 13.9%. As a reaction SMILES: P(Cl)(Cl)(Cl)=O.CN(C)C=O.[CH:11]([NH:13][C:14]1[S:15][CH:16]=[C:17]([C:19](=[N:23][O:24][CH2:25][S:26][CH3:27])[C:20]([OH:22])=O)[N:18]=1)=[O:12].[NH2:28][CH:29]1[C:39](=[O:40])[N:31]2[C:32]([C:36]([OH:38])=[O:37])=[CH:33][CH2:34][S:35][C@H:30]12>C(OCC)(=O)C.O>[CH:11]([NH:13][C:14]1[S:15][CH:16]=[C:17]([C:19](=[N:23][O:24][CH2:25][S:26][CH3:27])[C:20]([NH:28][CH:29]2[C:39](=[O:40])[N:31]3[C:32]([C:36]([OH:38])=[O:37])=[CH:33][CH2:34][S:35][C@H:30]23)=[O:22])[N:18]=1)=[O:12]. Reported procedure: Phosphoryl chloride (0.754 g.) was added dropwise to a solution of N,N-dimethylformamide (0.36 g.) in ethyl acetate (2 ml.) at -10° to -5° C. and stirred at the same temperature for 30 minutes. Ethyl acetate (13 ml.) and 2-(2-formamidothiazol-4-yl)-2-methylthiomethoxyiminoacetic acid (syn isomer, 1.13 g.) were added to the mixture at -10° to -5° C. and stirred at the same temperature for 30 minutes to give an activated acid solution. The solution was added to a solution of 7-amino-3-cephem-4-car... Reactants: C(C1=CC=CC=C1)ONC(=O)[C@@H](C\C=C\C1=CC=CC=C1)[C@H](C(=O)NN(C[C@H](CC)C)C(CCCNC(=O)OCC1=CC=CC=C1)=O)CC(C)C ((E)-2(R)-[1(S)-(benzyloxycarbamoyl)-4-phenyl-3-butenyl]-2′-(4-benzyloxycarbonylaminobutyryl)-4-methyl-2′-(2(S)-methylbutyl)valerohydrazide). The reagents and catalysts are [Pd] (palladium-on-carbon). Solvent: CO (methanol). The product is NCCCC(=O)N(NC([C@H](CC(C)C)[C@H](CCCC1=CC=CC=C1)C(NO)=O)=O)C[C@H](CC)C (2′-(4-aminobutyryl)-2(R)-[1(S)-(hydroxycarbamoyl)-4-phenylbutyl]-4-methyl-2′-(2(S)-methylbutyl)valerohydrazide). The yield is 70.6%. As a reaction SMILES: C([O:8][NH:9][C:10]([C@H:12]([C@@H:22]([CH2:48][CH:49]([CH3:51])[CH3:50])[C:23]([NH:25][N:26]([C:32](=[O:47])[CH2:33][CH2:34][CH2:35][NH:36]C(OCC1C=CC=CC=1)=O)[CH2:27][C@@H:28]([CH3:31])[CH2:29][CH3:30])=[O:24])[CH2:13]/[CH:14]=[CH:15]/[C:16]1[CH:21]=[CH:20][CH:19]=[CH:18][CH:17]=1)=[O:11])C1C=CC=CC=1>CO.[Pd]>[NH2:36][CH2:35][CH2:34][CH2:33][C:32]([N:26]([CH2:27][C@@H:28]([CH3:31])[CH2:29][CH3:30])[NH:25][C:23](=[O:24])[C@@H:22]([C@@H:12]([C:10](=[O:11])[NH:9][OH:8])[CH2:13][CH2:14][CH2:15][C:16]1[CH:17]=[CH:18][CH:19]=[CH:20][CH:21]=1)[CH2:48][CH:49]([CH3:50])[CH3:51])=[O:47]. Reported procedure: A solution of 0.216 g of (E)-2(R)-[1(S)-(benzyloxycarbamoyl)-4-phenyl-3-butenyl]-2′-(4-benzyloxycarbonylaminobutyryl)-4-methyl-2′-(2(S)-methylbutyl)valerohydrazide in 5 ml of methanol was hydrogenated in the presence of 0.1 g of 10% palladium-on-carbon catalyst for 1 hour. The catalyst was removed by filtration and the methanol was evaporated. The residue was re-evaporated from diethyl ether and then triturated with a mixture of diethyl ether and hexane and there was obtained 0.104 g of 2′-(4-am...